Dataset: the Open Reaction Database (ORD), a public repository of structured organic reaction records. Task: describe an organic reaction: reactants, conditions, products, and yield Reactants: intermediate 27, OC(C=1C=C2CNC(NC2=CC1)=O)C=1C=NC=CC1 (3,4-dihydro-6-[hydroxy(3-pyridinyl)methyl]-2(1H)-quinazolinone), S(=O)(Cl)Cl (thionyl chloride). Conditions: time 15 minute. Product: Cl.ClC(C=1C=C2CNC(NC2=CC1)=O)C=1C=NC=CC1 (6-[chloro(3-pyridinyl)methyl]-3,4-dihydro-2(1H)-quinazolinone monohydrochloride). Yield: 99.9%. RXN SMILES: O[CH:2]([C:14]1[CH:15]=[N:16][CH:17]=[CH:18][CH:19]=1)[C:3]1[CH:4]=[C:5]2[C:10](=[CH:11][CH:12]=1)[NH:9][C:8](=[O:13])[NH:7][CH2:6]2.S(Cl)([Cl:22])=O>>[ClH:22].[Cl:22][CH:2]([C:14]1[CH:15]=[N:16][CH:17]=[CH:18][CH:19]=1)[C:3]1[CH:4]=[C:5]2[C:10](=[CH:11][CH:12]=1)[NH:9][C:8](=[O:13])[NH:7][CH2:6]2 |f:2.3|. Procedure: A mixture of 3 parts of intermediate 27, namely 3,4-dihydro-6-[hydroxy(3-pyridinyl)methyl]-2(1H)-quinazolinone, and 40.5 parts of thionyl chloride was stirred for 10 min. at room temperature and for 15 min. at reflux temperature. The reaction mixture was evaporated and the residue was co-evaporated with methylbenzene. The residue was dried in vacuo at 60° C. for 24 hours, yielding 3.1 parts (99.9%) of 6-[chloro(3-pyridinyl)methyl]-3,4-dihydro-2(1H)-quinazolinone monohydrochloride (intermediate 3... Starting materials: [Br-], CCOCC, CC(C)[Mg+], [Cl-], [NH4+], C1CCOC1, O, O=Cc1cc2ccncc2[nH]1. Yields the product CC(C)C(O)c1cc2ccncc2[nH]1. Reaction SMILES: [Br-:12].[CH3:17][CH2:18][O:19][CH2:20][CH3:21].[CH:13]([CH3:14])([CH3:15])[Mg+:16].[Cl-:22].[NH4+:23].[O:24]1[CH2:25][CH2:26][CH2:27][CH2:28]1.[OH2:29].[nH:1]1[c:2]([CH:10]=[O:11])[cH:3][c:4]2[c:5]1[cH:6][n:7][cH:8][cH:9]2>>[nH:1]1[c:2]([CH:10]([OH:11])[CH:13]([CH3:14])[CH3:15])[cH:3][c:4]2[c:5]1[cH:6][n:7][cH:8][cH:9]2. Reactants: CN1CCCCC1, CC(C)OC(=O)NC(C(=O)O)C(C)C, CC(C)COC(=O)Cl, ClCCl, CC(N)c1cc2cc(F)ccc2o1, O. Yields the product CC(C)OC(=O)NC(C(=O)NC(C)c1cc2cc(F)ccc2o1)C(C)C. Reaction SMILES: [CH3:1][N:2]1[CH2:3][CH2:4][CH2:5][CH2:6][CH2:7]1.[CH:8]([CH3:9])([CH3:10])[O:11][C:12](=[O:13])[NH:14][CH:15]([CH:16]([CH3:17])[CH3:18])[C:19](=[O:20])[OH:21].[Cl:22][C:23]([O:24][CH2:25][CH:26]([CH3:27])[CH3:28])=[O:29].[Cl:43][CH2:44][Cl:45].[F:30][c:31]1[cH:32][cH:33][c:34]2[c:35]([cH:36][c:37]([CH:39]([CH3:40])[NH2:41])[o:38]2)[cH:42]1.[OH2:46]>>[CH:8]([CH3:9])([CH3:10])[O:11][C:12](=[O:13])[NH:14][CH:15]([CH:16]([CH3:17])[CH3:18])[C:19](=[O:21])[NH:41][CH:39]([c:37]1[cH:36][c:35]2[c:34]([cH:33][cH:32][c:31]([F:30])[cH:42]2)[o:38]1)[CH3:40]. Reactants: solvent, 1H- and 13C, Ar-H, C(C1=CC(C=O)=CC=C1)=O (Isophtalaldehyde), C(C)(=O)OC(C)=O (acetic acid anhydride), Nafion, 1+2+1H. Reagents/catalysts: catalyst. The solvent is C(Cl)(Cl)(Cl)Cl (carbontetrachloride). Reaction conditions: temperature 30 celsius. Yields the product C(C)(=O)OC(C1=CC(=CC=C1)C(OC(C)=O)OC(C)=O)OC(C)=O (3-Diacetoxymethylbenzylidene Diacetate). RXN SMILES: [CH:1](=[O:10])[C:2]1[CH:9]=[CH:8][CH:7]=[C:4]([CH:5]=[O:6])[CH:3]=1.C([O:14][C:15](=[O:17])[CH3:16])(=O)C>C(Cl)(Cl)(Cl)Cl>[C:5]([O:6][CH:5]([O:14][C:15](=[O:17])[CH3:16])[C:4]1[CH:7]=[CH:8][CH:9]=[C:2]([CH:1]([O:17][C:15](=[O:14])[CH3:16])[O:10][C:1](=[O:10])[CH3:2])[CH:3]=1)(=[O:6])[CH3:4]. Reported procedure: Isophtalaldehyde (10.0 g, 0.075 mol) and acetic acid anhydride (16.7 g, 0.164 mol) were mixed under N2 -atmosphere in carbontetrachloride (25 ml). Nafion NR 50 was added and the reaction mixture stirred at 30° C. for several days. During this period additional amounts of catalyst (100 mg) and solvent (5 ml) were added. The catalyst was filtered off and also the reaction mixture was filtered, washing with ether. The crude solid was recrystallized from cyclohexane (540 ml), giving white crystals, ... Reactants: Br.C1(=CC=CC=C1)N=NC1=CC=C(C2=CC=CC=C12)NC([C@H]1NCCC1)=O (L-proline 4-phenylazo-1-naphthylamide hydrobromide), C(C)(C)(C)OC(=O)NCC(=O)O (t-butyloxycarbonyl glycine), C1(CCCCC1)N=C=NC1CCCCC1 (N, N'dicyclohexylcarbodimide). Product: C1(=CC=CC=C1)N=NC1=CC=C(C2=CC=CC=C12)NC([C@H]1N(CCC1)C(CNC(=O)OC(C)(C)C)=O)=O (t-Butyloxycarbonyl-glycyl-L-proline-4-phenylazo-1-naphthylamide). RXN SMILES: Br.[C:2]1([N:8]=[N:9][C:10]2[C:19]3[C:14](=[CH:15][CH:16]=[CH:17][CH:18]=3)[C:13]([NH:20][C:21](=[O:27])[C@@H:22]3[CH2:26][CH2:25][CH2:24][NH:23]3)=[CH:12][CH:11]=2)[CH:7]=[CH:6][CH:5]=[CH:4][CH:3]=1.[C:28]([O:32][C:33]([NH:35][CH2:36][C:37](O)=[O:38])=[O:34])([CH3:31])([CH3:30])[CH3:29].C1(N=C=NC2CCCCC2)CCCCC1>>[C:2]1([N:8]=[N:9][C:10]2[C:19]3[C:14](=[CH:15][CH:16]=[CH:17][CH:18]=3)[C:13]([NH:20][C:21](=[O:27])[C@@H:22]3[CH2:26][CH2:25][CH2:24][N:23]3[C:37](=[O:38])[CH2:36][NH:35][C:33]([O:32][C:28]([CH3:30])([CH3:29])[CH3:31])=[O:34])=[CH:12][CH:11]=2)[CH:7]=[CH:6][CH:5]=[CH:4][CH:3]=1 |f:0.1|. Procedure details: The L-proline 4-phenylazo-1-naphthylamide hydrobromide thus obtained and t-butyloxycarbonyl glycine (1.36 g, 0.0077 mole) were coupled by N, N'dicyclohexylcarbodimide and the reaction mixture was worked up as in Example 6. The crude product was then purified by column chromatography, and the final product was obtained as crystals. Yield 1.1 g.